From a dataset of the Open Reaction Database (ORD), a public repository of structured organic reaction records. describe an organic reaction: reactants, conditions, products, and yield Reactants: CN(C1CCN(CC1)CC1=CC=2N=C(N=C(C2S1)N1CCOCC1)[Sn](CCCC)(CCCC)CCCC)C (dimethyl-[1-(4-morpholin-4-yl-2-(tributylstannanyl)thieno[3,2-d]pyrimidin-6-ylmethyl)piperidin-4-yl]amine), C(C1=CC=CC=C1)OC=1C=2N(C(=CC1)Br)C=CN2 (8-benzyloxy-5-bromoimidazo[1,2-a]pyridine). Reagents/catalysts: C=1C=CC(=CC1)[P](C=2C=CC=CC2)(C=3C=CC=CC3)[Pd]([P](C=4C=CC=CC4)(C=5C=CC=CC5)C=6C=CC=CC6)([P](C=7C=CC=CC7)(C=8C=CC=CC8)C=9C=CC=CC9)[P](C=1C=CC=CC1)(C=1C=CC=CC1)C=1C=CC=CC1 (Pd(PPh3)4), [Cu]I (copper(I) iodide). Solvent: O1CCOCC1 (dioxane). Conditions: temperature 140 celsius. Product: C(C1=CC=CC=C1)OC=1C=2N(C(=CC1)C=1N=C(C3=C(N1)C=C(S3)CN3CCC(CC3)N(C)C)N3CCOCC3)C=CN2 ({1-[2-(8-Benzyloxyimidazo[1,2-a]pyridin-5-yl)-4-morpholin-4-yl-thieno[3,2-d]pyrimidin-6-ylmethyl]piperidin-4-yl}dimethylamine). Yield: 92.5%. As a reaction SMILES: [CH3:1][N:2]([CH3:38])[CH:3]1[CH2:8][CH2:7][N:6]([CH2:9][C:10]2[S:18][C:17]3[C:16]([N:19]4[CH2:24][CH2:23][O:22][CH2:21][CH2:20]4)=[N:15][C:14]([Sn](CCCC)(CCCC)CCCC)=[N:13][C:12]=3[CH:11]=2)[CH2:5][CH2:4]1.[CH2:39]([O:46][C:47]1[C:48]2[N:49]([CH:54]=[CH:55][N:56]=2)[C:50](Br)=[CH:51][CH:52]=1)[C:40]1[CH:45]=[CH:44][CH:43]=[CH:42][CH:41]=1>O1CCOCC1.C1C=CC([P]([Pd]([P](C2C=CC=CC=2)(C2C=CC=CC=2)C2C=CC=CC=2)([P](C2C=CC=CC=2)(C2C=CC=CC=2)C2C=CC=CC=2)[P](C2C=CC=CC=2)(C2C=CC=CC=2)C2C=CC=CC=2)(C2C=CC=CC=2)C2C=CC=CC=2)=CC=1.[Cu]I>[CH2:39]([O:46][C:47]1[C:48]2[N:49]([CH:54]=[CH:55][N:56]=2)[C:50]([C:14]2[N:15]=[C:16]([N:19]3[CH2:20][CH2:21][O:22][CH2:23][CH2:24]3)[C:17]3[S:18][C:10]([CH2:9][N:6]4[CH2:5][CH2:4][CH:3]([N:2]([CH3:38])[CH3:1])[CH2:8][CH2:7]4)=[CH:11][C:12]=3[N:13]=2)=[CH:51][CH:52]=1)[C:40]1[CH:41]=[CH:42][CH:43]=[CH:44][CH:45]=1 |^1:66,68,87,106|. Procedure: A mixture of dimethyl-[1-(4-morpholin-4-yl-2-(tributylstannanyl)thieno[3,2-d]pyrimidin-6-ylmethyl)piperidin-4-yl]amine (230 mg, 0.35 mmol), 8-benzyloxy-5-bromoimidazo[1,2-a]pyridine (127 mg, 0.42 mmol), Pd(PPh3)4 (40 mg, 0.035 mmol) and copper(I) iodide (66 mg, 0.35 mmol) in dioxane (3 mL) was purged with argon gas then heated at 140° C., for 20 min, in a microwave reactor. The reaction mixture was loaded onto an Isolute® SCX-2 cartridge (10 g). The cartridge was washed with MeOH then the desire... Starting materials: COC(C(C)(C)C=1C=CC2=C(NC(C3=C(N2)C=C(C=C3)C3=C2C=CN=CC2=CC=C3)=O)C1)=O (2-(3-Isoquinolin-5-yl-11-oxo-10,11-dihydro-5H-dibenzo[b,e][1,4]diazepin-8-yl)-2-methyl-propionic acid methyl ester), O[Li].O (LiOH.H2O). Run in C1CCOC1 (THF), O (water). Product: C1=NC=CC2=C(C=CC=C12)C=1C=CC2=C(NC3=C(NC2=O)C=C(C=C3)C(C(=O)O)(C)C)C1 (2-(3-Isoquinolin-5-yl-11-oxo-10,11-dihydro-5H-dibenzo[b,e][1,4]diazepin-8-yl)-2-methyl-propionic acid). As a reaction SMILES: C[O:2][C:3](=[O:33])[C:4]([C:7]1[CH:8]=[CH:9][C:10]2[NH:16][C:15]3[CH:17]=[C:18]([C:21]4[CH:30]=[CH:29][CH:28]=[C:27]5[C:22]=4[CH:23]=[CH:24][N:25]=[CH:26]5)[CH:19]=[CH:20][C:14]=3[C:13](=[O:31])[NH:12][C:11]=2[CH:32]=1)([CH3:6])[CH3:5].O[Li].O>C1COCC1.O>[CH:26]1[C:27]2[C:22](=[C:21]([C:18]3[CH:19]=[CH:20][C:14]4[C:13](=[O:31])[NH:12][C:11]5[CH:32]=[C:7]([C:4]([CH3:5])([CH3:6])[C:3]([OH:33])=[O:2])[CH:8]=[CH:9][C:10]=5[NH:16][C:15]=4[CH:17]=3)[CH:30]=[CH:29][CH:28]=2)[CH:23]=[CH:24][N:25]=1 |f:1.2|. Reported procedure: A mixture of Example 806 (85 mg, 0.2 mmol) and LiOH.H2O(42 mg, 1 mmol) in THF (3 mL) and water (5 mL) was heated under reflux for 6 hours. After the reaction mixture cooled to room temperature, it was neutralized to pH=6. The solution was extracted with EtOAc three times, and combined organic layers were washed with brine, dried (MgSO4), filtered, and concentrated under vacuum to give the title compound. MS (ESI) m/e 424 (M+H)+, 1H NMR (DMSO-d6, 500 MHz): □ 9.85 (s, 1H), 9.56 (s, 1H), 8.55 (br s...